describe an organic reaction: reactants, conditions, products, and yield From a dataset of the Open Reaction Database (ORD), a public repository of structured organic reaction records. The reactants are CCO, CCC(CO)c1ccc([N+](=O)[O-])cc1. Yields the product CCC(CO)c1ccc(N)cc1. As a reaction SMILES: [CH3:15][CH2:16][OH:17].[N+:1]([O-:2])(=[O:3])[c:4]1[cH:5][cH:6][c:7]([CH:10]([CH2:11][OH:12])[CH2:13][CH3:14])[cH:8][cH:9]1>>[NH2:1][c:4]1[cH:5][cH:6][c:7]([CH:10]([CH2:11][OH:12])[CH2:13][CH3:14])[cH:8][cH:9]1.